describe an organic reaction: reactants, conditions, products, and yield From a dataset of the Open Reaction Database (ORD), a public repository of structured organic reaction records. Reactants: CCCC1CCC(C2CCC(CCO)CC2)CC1, C1CCOC1, O=C(c1cccc2[nH]nnc12)C(F)(F)F. Yields the product CCCC1CCC(C2CCC(CCOC(=O)C(F)(F)F)CC2)CC1. Reaction SMILES: [CH2:16]([CH2:17][CH3:18])[CH:19]1[CH2:20][CH2:21][CH:22]([CH:25]2[CH2:26][CH2:27][CH:28]([CH2:31][CH2:32][OH:33])[CH2:29][CH2:30]2)[CH2:23][CH2:24]1.[CH2:34]1[O:35][CH2:36][CH2:37][CH2:38]1.[F:1][C:2]([C:3](=[O:4])[c:5]1[c:6]2[n:7][n:8][nH:9][c:10]2[cH:11][cH:12][cH:13]1)([F:14])[F:15]>>[F:1][C:2]([C:3](=[O:4])[O:33][CH2:32][CH2:31][CH:28]1[CH2:27][CH2:26][CH:25]([CH:22]2[CH2:21][CH2:20][CH:19]([CH2:16][CH2:17][CH3:18])[CH2:24][CH2:23]2)[CH2:30][CH2:29]1)([F:14])[F:15]. Starting materials: ClC=1C=CC(=NC1)N (5-chloro-2-aminopyridine), FC1=C(C(=O)N=C=O)C(=CC=C1)F (2,6-difluorobenzoyl isocyanate). The product is FC1=C(C(=O)NC(=O)NC2=NC=C(C=C2)Cl)C(=CC=C1)F (1-(2,6-DIFLUOROBENZOYL)-3-(5-CHLORO-2-PYRIDINYL)UREA). As a reaction SMILES: [Cl:1][C:2]1[CH:3]=[CH:4][C:5]([NH2:8])=[N:6][CH:7]=1.[F:9][C:10]1[CH:20]=[CH:19][CH:18]=[C:17]([F:21])[C:11]=1[C:12]([N:14]=[C:15]=[O:16])=[O:13]>>[F:9][C:10]1[CH:20]=[CH:19][CH:18]=[C:17]([F:21])[C:11]=1[C:12]([NH:14][C:15]([NH:8][C:5]1[CH:4]=[CH:3][C:2]([Cl:1])=[CH:7][N:6]=1)=[O:16])=[O:13]. Reported procedure: An 0.5 g. portion of 5-chloro-2-aminopyridine was reacted with 0.6 g. of 2,6-difluorobenzoyl isocyanate as described in Example 1. The isolated product was 0.8 g. of the product named in the heading above, m.p. 226°-229° C. Its elemental analysis showed the following results: Reactants: COC1=C(C=C(C=O)C=C1)OCC=1N=C(OC1C)C1=CC=CC=C1 (4-methoxy-3-(5-methyl-2-phenyl-4-oxazolyl methoxy)benzaldehyde), COC(=O)CP(=O)(OC)OC (trimethyl phosphonoacetate). Yields the product COC1=C(C=C(C=CC(=O)OC)C=C1)OCC=1N=C(OC1C)C1=CC=CC=C1 (methyl 4-methoxy-3-(5-methyl-2-phenyl-4-oxazolylmethoxy)cinnamate). Reaction SMILES: [CH3:1][O:2][C:3]1[CH:10]=[CH:9][C:6]([CH:7]=O)=[CH:5][C:4]=1[O:11][CH2:12][C:13]1[N:14]=[C:15]([C:19]2[CH:24]=[CH:23][CH:22]=[CH:21][CH:20]=2)[O:16][C:17]=1[CH3:18].[CH3:25][O:26][C:27]([CH2:29]P(OC)(OC)=O)=[O:28]>>[CH3:1][O:2][C:3]1[CH:10]=[CH:9][C:6]([CH:7]=[CH:29][C:27]([O:26][CH3:25])=[O:28])=[CH:5][C:4]=1[O:11][CH2:12][C:13]1[N:14]=[C:15]([C:19]2[CH:24]=[CH:23][CH:22]=[CH:21][CH:20]=2)[O:16][C:17]=1[CH3:18]. Procedure: In substantially the same manner as in Reference Example 16, 4-methoxy-3-(5-methyl-2-phenyl-4-oxazolyl methoxy)benzaldehyde was allowed to react with trimethyl phosphonoacetate to yield methyl 4-methoxy-3-(5-methyl-2-phenyl-4-oxazolylmethoxy)cinnamate, which was recrystallized from ethyl acetate-ether to give colorless needles, m.p.135-136° C. Reactants: polyethers, OC1=CC=C(C(=O)C2=CC=C(C=C2)O)C=C1 (4,4'-dihydroxy benzophenone), OC1=CC=C(C=C1)C(C(C)C)C1=CC=C(C=C1)O (1,1-bis(4-hydroxyphenyl)-2-methyl propane), OC1=CC=C(C=C1)CC1=CC=C(C=C1)O (bis(4-hydroxyphenyl)methane), OC1=CC=C(C=C1)C(C)C1=CC=C(C=C1)O (1,1-bis(4-hydroxyphenyl)ethane), phenols, OC1=CC=C(C=C1)C(C)(C)C1=CC=C(C=C1)O (2,2-bis(4-hydroxyphenyl)propane), CC1=C(O)C=CC=C1O (methyl resorcinol), OC1=CC=C(C=C1)C(CC)C1=CC=C(C=C1)O (1,1-bis(4-hydroxyphenyl)propane), phenols, C1(O)=CC=C(O)C=C1 (hydroquinone), phenols, OC1=CC=C(C=C1)C(C)(CC)C1=CC=C(C=C1)O (2,2-bis(4-hydroxyphenyl)butane), OC1=CC(=C(C=C1)C(C)(C)C1=C(C=C(C=C1)O)C)C (2,2-bis(4-hydroxy-2-methylphenyl)propane), OC1=CC=C(C=C1)C(CC)(CC)C1=CC=C(C=C1)O (3,3-bis(4-hydroxyphenyl)pentane), polyethers, alkylene bis-phenols, OC1=CC=C(C=C1)C(C(CCCC)CC)C1=CC=C(C=C1)O (1,1-bis(4-hydroxyphenyl)2-ethylhexane), OC1=CC=CC2=C(C=CC=C12)O (1,5-dihydroxy naphthalene), OC1=CC=C(C=C1)C(C(C)C)C1=CC=C(C=C1)O (1,1-bis(4-hydroxyphenyl)isobutane), diglycidyl ethers, C1(O)=CC(O)=CC=C1 (resorcinol). Product: O(C1=CC=CC=C1)CC(COC1=CC=C(C=C1)C(C)(C)C1=CC=C(C=C1)OCC(COC1=CC=CC=C1)OCC1CO1)OCC1CO1 (2,2-bis(p-(3-phenoxy-2-glycidyloxypropyloxy)phenyl)-propane). Reaction SMILES: [C:1]1([CH:8]=[CH:7][CH:6]=[C:4]([OH:5])[CH:3]=1)O.[C:9]1([CH:16]=[CH:15][C:13]([OH:14])=[CH:12][CH:11]=1)O.C[C:18]1[C:24](O)=[CH:23][CH:22]=[CH:21][C:19]=1[OH:20].OC1C=C[C:30]([C:31]([C:33]2[CH:38]=[CH:37][C:36]([OH:39])=[CH:35][CH:34]=2)=O)=CC=1.OC1C2C(=[C:48]([OH:53])[CH:49]=[CH:50]C=2)C=CC=1.OC1C=CC(C(C2[CH:69]=[CH:68][C:67]([OH:70])=CC=2)(C)C)=CC=1.[OH:71][C:72]1[CH:77]=CC(C(C2C=CC(O)=CC=2)CC)=C[CH:73]=1.[OH:88][C:89]1[CH:94]=CC(C(C2C=CC(O)=CC=2)C)=C[CH:90]=1.O[C:105]1C=CC(C(C2C=CC(O)=CC=2)C(C)C)=CC=1.OC1C=CC(C(C2C=CC(O)=CC=2)(CC)C)=CC=1.OC1C=CC(C(C2C=CC(O)=CC=2C)(C)C)=C(C)C=1.OC1C=CC(C(C2C=CC(O)=CC=2)(CC)CC)=CC=1.OC1C=CC(C(C2C=CC(O)=CC=2)C(CC)CCCC)=CC=1.OC1C=CC(CC2C=CC(O)=CC=2)=CC=1>>[O:5]([CH2:90][CH:89]([O:88][CH2:50][CH:49]1[O:53][CH2:48]1)[CH2:94][O:14][C:13]1[CH:15]=[CH:16][C:9]([C:31]([C:33]2[CH:34]=[CH:35][C:36]([O:39][CH2:73][CH:72]([O:71][CH2:69][CH:68]3[O:70][CH2:67]3)[CH2:77][O:20][C:19]3[CH:18]=[CH:24][CH:23]=[CH:22][CH:21]=3)=[CH:37][CH:38]=2)([CH3:30])[CH3:105])=[CH:11][CH:12]=1)[C:4]1[CH:6]=[CH:7][CH:8]=[CH:1][CH:3]=1. Procedure: Suitable polyethers of polyhydric phenols excluding the diglycidyl ethers noted above, include for example, the polyglycidyl polyethers of dihydric phenols including mononuclear phenols such as resorcinol, catachol, hydroquinone and methyl resorcinol and polynuclear phenols such as 4,4'-dihydroxy benzophenone, 1,5-dihydroxy naphthalene and particularly the alkylene bis-phenols such as 2,2-bis(4-hydroxyphenyl)propane, 1,1-bis(4-hydroxyphenyl)propane, 1,1-bis(4-hydroxyphenyl)ethane, 1,1-bis(4-hydr... Reactants: CC1=CC=C(C=C1)S(=O)(=O)Cl (4-methylbenzenesulfonyl chloride), C(CCC)[Li] (Butyllithium), CCCCCC (hexane), OCC1=C(C(=CC=C1)OCOC)C(C(C)(C)C)O (1-[2-(hydroxymethyl)-6-(methoxymethoxy)phenyl]-2,2-dimethyl-propan-1-ol), OCC1=C(C(=CC=C1)OCOC)C(C(C)(C)C)O (1-[2-(hydroxymethyl)-6-(methoxymethoxy)phenyl]-2,2-dimethyl-propan-1-ol), C(CCC)[Li] (butyllithium), CCCCCC (hexane). Solvent: C1CCOC1 (THF), C1CCOC1 (THF). Run at time 5 minute. Product: C(C)(C)(C)C1OCC2=CC=CC(=C12)OCOC (1-tert-butyl-7-(methoxymethoxy)-1,3-dihydroisobenzofuran). Yield: 93.2%. As a reaction SMILES: O[CH2:2][C:3]1[CH:8]=[CH:7][CH:6]=[C:5]([O:9][CH2:10][O:11][CH3:12])[C:4]=1[CH:13]([OH:18])[C:14]([CH3:17])([CH3:16])[CH3:15].C([Li])CCC.CCCCCC.CC1C=CC(S(Cl)(=O)=O)=CC=1>C1COCC1>[C:14]([CH:13]1[C:4]2[C:3](=[CH:8][CH:7]=[CH:6][C:5]=2[O:9][CH2:10][O:11][CH3:12])[CH2:2][O:18]1)([CH3:15])([CH3:16])[CH3:17]. Procedure: To a solution of 1-[2-(hydroxymethyl)-6-(methoxymethoxy)phenyl]-2,2-dimethyl-propan-1-ol (Intermediate 3, 300 mg, 1.18 mmol) in dry THF (5 mL) at OC butyllithium 1.6M solution in hexane (0.74 ml, 1.18 mmol) was slowly added and the reaction mixture was stirred for 5 minutes at the same temperature. 4-methylbenzenesulfonyl chloride (224.89 mg, 1.18 mmol) dissolved in THF (1 ml) was slowly added and the reaction mixture was stirred for 5 minutes at the same temperature. Butyllithium 1.6M solution ... Reactants: C(C(C)(C)C)(=O)OC1=CC=C(C(=O)OC=2C=C(C=C(C2)OC(C2=CC=C(C=C2)OC(C(C)(C)C)=O)=O)C(CBr)=O)C=C1 (3',5'-bis-(4-pivaloyloxybenzoyloxy)-2-bromoacetophenone), [BH4-].[Na+] (NaBH4), Cl (HCl). Solvent: O1CCOCC1 (dioxane), O (water), O (water). Conditions: time 1 hour. Product: C(C(C)(C)C)(=O)OC1=CC=C(C(=O)OC=2C=C(C=C(C2)OC(C2=CC=C(C=C2)OC(C(C)(C)C)=O)=O)C(CBr)O)C=C1 (1-[3',5'-Bis-(4-pivaloyloxybenzoyloxy)phenyl]-2-bromoethanol). Reaction SMILES: [C:1]([O:7][C:8]1[CH:42]=[CH:41][C:11]([C:12]([O:14][C:15]2[CH:16]=[C:17]([C:37](=[O:40])[CH2:38][Br:39])[CH:18]=[C:19]([O:21][C:22](=[O:36])[C:23]3[CH:28]=[CH:27][C:26]([O:29][C:30](=[O:35])[C:31]([CH3:34])([CH3:33])[CH3:32])=[CH:25][CH:24]=3)[CH:20]=2)=[O:13])=[CH:10][CH:9]=1)(=[O:6])[C:2]([CH3:5])([CH3:4])[CH3:3].[BH4-].[Na+].Cl>O1CCOCC1.O>[C:30]([O:29][C:26]1[CH:25]=[CH:24][C:23]([C:22]([O:21][C:19]2[CH:18]=[C:17]([CH:37]([OH:40])[CH2:38][Br:39])[CH:16]=[C:15]([O:14][C:12](=[O:13])[C:11]3[CH:41]=[CH:42][C:8]([O:7][C:1](=[O:6])[C:2]([CH3:5])([CH3:3])[CH3:4])=[CH:9][CH:10]=3)[CH:20]=2)=[O:36])=[CH:28][CH:27]=1)(=[O:35])[C:31]([CH3:34])([CH3:32])[CH3:33] |f:1.2|. Procedure details: To a solution of 7.8 g (0.012 moles) of 3',5'-bis-(4-pivaloyloxybenzoyloxy)-2-bromoacetophenone in 200 ml of dioxane and 40 ml of water was added portionally 0.45 g (0.012 moles) of NaBH4 dissolved in 30 ml of water. After each addition pH was adjusted with 1 N HCl so that the pH of the reacting mixture never exceeded pH 7. The mixture was stirred at ambient temperature for 1 h, whereafter the solution was evaporated to dryness and the residue taken up in diethyl ether. The ether phase was washe... The reactants are COC=1C=C(C=CC1OC)C1=C(C(=NC2=CC(=C(C=C12)OC)OC)C)C(CCCC)=O (4-(3,4-dimethoxyphenyl)-6,7-dimethoxy-2-methyl-3-valerylquinoline), BrN1C(CCC1=O)=O (N-bromosuccinimide). Product: BrCC1=NC2=CC(=C(C=C2C(=C1C(CCCC)=O)C1=CC(=C(C=C1)OC)OC)OC)OC (2-bromomethyl-4-(3,4-dimethoxyphenyl)-6,7-dimethoxy-3-valerylquinoline). As a reaction SMILES: [CH3:1][O:2][C:3]1[CH:4]=[C:5]([C:11]2[C:20]3[C:15](=[CH:16][C:17]([O:23][CH3:24])=[C:18]([O:21][CH3:22])[CH:19]=3)[N:14]=[C:13]([CH3:25])[C:12]=2[C:26](=[O:31])[CH2:27][CH2:28][CH2:29][CH3:30])[CH:6]=[CH:7][C:8]=1[O:9][CH3:10].[Br:32]N1C(=O)CCC1=O>>[Br:32][CH2:25][C:13]1[C:12]([C:26](=[O:31])[CH2:27][CH2:28][CH2:29][CH3:30])=[C:11]([C:5]2[CH:6]=[CH:7][C:8]([O:9][CH3:10])=[C:3]([O:2][CH3:1])[CH:4]=2)[C:20]2[C:15](=[CH:16][C:17]([O:23][CH3:24])=[C:18]([O:21][CH3:22])[CH:19]=2)[N:14]=1. Procedure: According to the same manner as that described in Reference Example 5, 4-(3,4-dimethoxyphenyl)-6,7-dimethoxy-2-methyl-3-valerylquinoline was brominated with N-bromosuccinimide (NBS) to give 2-bromomethyl-4-(3,4-dimethoxyphenyl)-6,7-dimethoxy-3-valerylquinoline. This compound was recrystallized from ethyl acetate-hexane to give colorless prisms. mp. 150°-151° C.